This data is from the Open Reaction Database (ORD), a public repository of structured organic reaction records. The task is: describe an organic reaction: reactants, conditions, products, and yield The reactants are [Cl-], [Fe], O=c1[nH]c2ccc([N+](=O)[O-])cc2c2ccccc12, [NH4+], CN(C)C=O. Product: Nc1ccc2[nH]c(=O)c3ccccc3c2c1. As a reaction SMILES: [Cl-:19].[Fe:26].[N+:1]([O-:2])(=[O:3])[c:4]1[cH:5][c:6]2[c:7]3[cH:8][cH:9][cH:10][cH:11][c:12]3[c:13](=[O:18])[nH:14][c:15]2[cH:16][cH:17]1.[NH4+:20].[O:21]=[CH:22][N:23]([CH3:24])[CH3:25]>>[NH2:1][c:4]1[cH:5][c:6]2[c:7]3[cH:8][cH:9][cH:10][cH:11][c:12]3[c:13](=[O:18])[nH:14][c:15]2[cH:16][cH:17]1. The reactants are Br, CCn1c(=O)ccc2cnc(Nc3ccc(OC)cc3)nc21, CCC(=O)O. Yields the product CCn1c(=O)ccc2cnc(Nc3ccc(O)cc3)nc21. Reaction SMILES: [BrH:23].[CH2:1]([CH3:2])[n:3]1[c:4](=[O:22])[cH:5][cH:6][c:7]2[c:8]1[n:9][c:10]([NH:13][c:14]1[cH:15][cH:16][c:17]([O:20][CH3:21])[cH:18][cH:19]1)[n:11][cH:12]2.[CH3:24][CH2:25][C:26](=[O:27])[OH:28]>>[CH2:1]([CH3:2])[n:3]1[c:4](=[O:22])[cH:5][cH:6][c:7]2[c:8]1[n:9][c:10]([NH:13][c:14]1[cH:15][cH:16][c:17]([OH:20])[cH:18][cH:19]1)[n:11][cH:12]2. The reactants are [Mg] (Magnesium), Cl[Si](C)(C)C (chlorotrimethylsilane), solution, [Mg] (magnesium), BrCC(CC)Cl (1-bromo-2-chlorobutane), BrCCCCCl (1-bromo-4-chlorobutane), CON(C(C1=C(C=C(C(=C1)Cl)N)OC)=O)C (N-methoxy-N-methyl-4-amino-5-chloro-2-methoxybenzamide). Solvent: Cl (hydrochloric acid), O (water), C(C)(=O)OCC (ethyl acetate), C1CCOC1 (THF), C1CCOC1 (THF). Conditions: temperature 50 celsius, time 15 minute. Product: NC1=CC(=C(C=C1Cl)C(CCCCCl)=O)OC (1-(4-amino-5-chloro-2-methoxyphenyl)-5-chloropentan-1-one). Yield: 81.1%. As a reaction SMILES: [Mg].Br[CH2:3][CH2:4][CH2:5][CH2:6][Cl:7].CON(C)[C:11](=[O:22])[C:12]1[CH:17]=[C:16]([Cl:18])[C:15]([NH2:19])=[CH:14][C:13]=1[O:20][CH3:21].Cl[Si](C)(C)C.BrCC(Cl)CC>C1COCC1.Cl.O.C(OCC)(=O)C>[NH2:19][C:15]1[C:16]([Cl:18])=[CH:17][C:12]([C:11](=[O:22])[CH2:3][CH2:4][CH2:5][CH2:6][Cl:7])=[C:13]([O:20][CH3:21])[CH:14]=1. Procedure details: Magnesium (236 g, 9.71 mol) was suspended in 3.5 L of THF under nitrogen and 1-bromo-4-chlorobutane (1.11 L, 8.68M, 9.63 mol) was added at a rate such that the temperature of the mixture remained below 25° C. A solution of N-methoxy-N-methyl-4-amino-5-chloro-2-methoxybenzamide (400 g, 1.64 mol), prepared as in Example 2, under nitrogen in 4 L of THF was cooled to -20° C. and 410 mL of chlorotrimethylsilane was added. The mixture was allowed to warm to between -12 and 30° C. and then 2.5 L of the... The reactants are ClC=1C=NC=C(C1)Cl (3,5-dichloropyridine), C(C)(C)NC(C)C (diisopropylamine), C(CCC)[Li] (n-butyllithium), C(=O)=O (dry ice). Run in O1CCCC1 (tetrahydrofuran), O1CCCC1 (tetrahydrofuran), CCCCCC (hexane). Run at temperature -70 celsius, time 0.5 hour. Product: ClC=1C=NC=C(C1C(=O)O)Cl (3,5-Dichloro-4-pyridinecarboxylic acid). Reaction SMILES: C(NC(C)C)(C)C.C([Li])CCC.[Cl:13][C:14]1[CH:15]=[N:16][CH:17]=[C:18]([Cl:20])[CH:19]=1.[C:21](=[O:23])=[O:22]>O1CCCC1.CCCCCC>[Cl:13][C:14]1[CH:15]=[N:16][CH:17]=[C:18]([Cl:20])[C:19]=1[C:21]([OH:23])=[O:22]. Procedure details: To a solution of 4.96 ml (0.036 mole) of diisopropylamine in 200 ml of tetrahydrofuran at -65° C. under a nitrogen blanket was added dropwise 14.9 ml of 2.5M n-butyllithium in hexane while maintaining the above temperature. Twenty minutes subsequent to that addition, a solution 5.0 g (0.034 mole) of 3,5-dichloropyridine in 30 ml tetrahydrofuran at -60° to -70° C. was added. The reaction mixture was stirred at -70° C. for 1/2 hr, poured onto a large excess of dry ice and allowed to evaporate over... Reaction SMILES: [N:1]([C@H:4]1[CH2:8][CH2:7][N:6]([C:9]([O:11][CH2:12][C:13]2[CH:18]=[CH:17][CH:16]=[CH:15][CH:14]=2)=[O:10])[CH2:5]1)=[N+]=[N-].[H][H]>CO>[NH2:1][C@H:4]1[CH2:8][CH2:7][N:6]([C:9]([O:11][CH2:12][C:13]2[CH:18]=[CH:17][CH:16]=[CH:15][CH:14]=2)=[O:10])[CH2:5]1. The product is N[C@@H]1CN(CC1)C(=O)OCC1=CC=CC=C1 ((S)-3-Amino-1-pyrrolidinecarboxylic acid, phenylmethyl ester). Yield: 99.9%. Procedure: A solution of 14.7 g (60 mmol) of (S)-3-azido-1-pyrrolidinecarboxylic acid, phenylmethyl ester in 200 ml of methanol was treated with 1.0 g of Raneynickel and shaken in a hydrogen atmosphere at pressures of 49.5-51 psi and temperatures of 25.3°-29.4° for nine hours. The catalyst was removed by filtration and the solvent was removed in vacuo to give 13.2 g of the title compound. Reactants: N(=[N+]=[N-])[C@@H]1CN(CC1)C(=O)OCC1=CC=CC=C1 ((S)-3-azido-1-pyrrolidinecarboxylic acid, phenylmethyl ester), [H][H] (hydrogen). The solvent is CO (methanol). Isolated yield 36.8%. The solvent is CC#N (CH3CN). Starting materials: NC1=C(C=NN1C=1C=C(C(=O)NC2CC2)C=CC1C)C(C1=CC(=CC=C1)C=O)=O (3-[5-amino-4-(3-formylbenzoyl)-pyrazol-1-yl]-N-cyclopropyl-4-methylbenzamide), NaH2PO4, OO (H2O2), [O-]Cl=O.[Na+] (NaClO2), 4h, [O-]S(=O)[O-].[Na+].[Na+] (Na2SO3). Product: NC1=C(C=NN1C1=C(C=CC(=C1)C(NC1CC1)=O)C)C(=O)C=1C=C(C(=O)O)C=CC1 (3-[5-Amino-1-(5-cyclopropylcarbamoyl-2-methyl-phenyl)-1H-pyrazole-4-carbonyl]-benzoic acid). Procedure details: To a stirred solution of 3-[5-amino-4-(3-formylbenzoyl)-pyrazol-1-yl]-N-cyclopropyl-4-methylbenzamide (900 mg) in CH3CN (25 mL) were added NaH2PO4 (55 mg in 2 mL water) and H2O2 (1.3g, 30% solution in water) followed by the dropwise addition of an aqueous solution of NaClO2 (365 mg) at 10° C. The mixture was stirred at this temperature for 4h before Na2SO3 was added. Solvent was removed and residue was dissolved in EtOAc, the organic layer was washed with water and brine and concentrated. The cr... Reaction SMILES: [NH2:1][C:2]1[N:6]([C:7]2[CH:8]=[C:9]([CH:16]=[CH:17][C:18]=2[CH3:19])[C:10]([NH:12][CH:13]2[CH2:15][CH2:14]2)=[O:11])[N:5]=[CH:4][C:3]=1[C:20](=[O:29])[C:21]1[CH:26]=[CH:25][CH:24]=[C:23]([CH:27]=[O:28])[CH:22]=1.OO.[O-:32]Cl=O.[Na+].[O-]S([O-])=O.[Na+].[Na+]>CC#N>[NH2:1][C:2]1[N:6]([C:7]2[CH:8]=[C:9]([C:10](=[O:11])[NH:12][CH:13]3[CH2:15][CH2:14]3)[CH:16]=[CH:17][C:18]=2[CH3:19])[N:5]=[CH:4][C:3]=1[C:20]([C:21]1[CH:22]=[C:23]([CH:24]=[CH:25][CH:26]=1)[C:27]([OH:32])=[O:28])=[O:29] |f:2.3,4.5.6|. The reactants are CN(CCN(C(=O)C=CC=CC1=CC(=C(C=C1)OCC1=CC=CC=C1)OC)[C@@H]1CC[C@H](CC1)C)C (N-(2-dimethylaminoethyl)-N-(trans-4-methylcyclohexyl)-4-(4-benzyloxy-3-methoxyphenyl)-1,3-butadiene-1-carboxamide), [H][H] (hydrogen). The reagents and catalysts are [C].[Pd] (palladium-carbon). Run in CO (methanol). Reaction conditions: time 18 hour. Product: CN(CCN(C(CCCCC1=CC(=C(C=C1)O)OC)=O)[C@@H]1CC[C@H](CC1)C)C (N-(2-dimethylaminoethyl)-N-(trans-4-methylcyclohexyl)-5-(4-hydroxy-3-methoxyphenyl)valeramide). Isolated yield 67.3%. Reaction SMILES: [CH3:1][N:2]([CH3:35])[CH2:3][CH2:4][N:5]([C@H:28]1[CH2:33][CH2:32][C@H:31]([CH3:34])[CH2:30][CH2:29]1)[C:6]([CH:8]=[CH:9][CH:10]=[CH:11][C:12]1[CH:17]=[CH:16][C:15]([O:18]CC2C=CC=CC=2)=[C:14]([O:26][CH3:27])[CH:13]=1)=[O:7].[H][H]>CO.[C].[Pd]>[CH3:35][N:2]([CH3:1])[CH2:3][CH2:4][N:5]([C@H:28]1[CH2:33][CH2:32][C@H:31]([CH3:34])[CH2:30][CH2:29]1)[C:6](=[O:7])[CH2:8][CH2:9][CH2:10][CH2:11][C:12]1[CH:17]=[CH:16][C:15]([OH:18])=[C:14]([O:26][CH3:27])[CH:13]=1 |f:3.4|. Reported procedure: 3.81 g of N-(2-dimethylaminoethyl)-N-(trans-4-methylcyclohexyl)-4-(4-benzyloxy-3-methoxyphenyl)-1,3-butadiene-1-carboxamide (Example 113) was dissolved in 100 ml of methanol. 0.2 g of 10% palladium-carbon was added to the solution. The solution was vigorously stirred at room temperature under normal-pressure hydrogen gas. After 18 hours, the reaction was ceased, and the catalyst was filtered out. The solvent was removed in vacuo from the filtrate, yielding 2.1 g of N-(2-dimethylaminoethyl)-N-(tr...